Task: describe an organic reaction: reactants, conditions, products, and yield. Dataset: the Open Reaction Database (ORD), a public repository of structured organic reaction records Reactants: C1(=CC=CC=C1)CCCCC(=O)O (5-phenylvaleric acid), NC1=CC=2CC3=C(NC(C=4N3C=CN4)=O)C2C=C1 (8-amino-5H,10H-imidazo[1,2-a]indeno[1,2-e]pyrazine-4-one), CN(C=O)C (dimethylformamide), S(=O)(Cl)Cl (thionyl chloride), ClCCl (dichloromethane). Yields the product C1(=CC=CC=C1)CCCCC(=O)NC1=CN=C2N1C1=C(NC2=O)C=2C=CC=CC2C1 (5-phenylvalerylamino-5H,10H-imidazo[1,2-a]indeno[1,2-e]pyrazine-4-one). Reaction SMILES: [C:1]1([CH2:7][CH2:8][CH2:9][CH2:10][C:11]([OH:13])=O)[CH:6]=[CH:5][CH:4]=[CH:3][CH:2]=1.S(Cl)(Cl)=O.ClCCl.N[C:22]1[CH:38]=[CH:37][C:36]2[C:27]3[NH:28][C:29](=[O:35])[C:30]4[N:31]([CH:32]=[CH:33][N:34]=4)[C:26]=3[CH2:25][C:24]=2[CH:23]=1.C[N:40](C)C=O>>[C:1]1([CH2:7][CH2:8][CH2:9][CH2:10][C:11]([NH:40][C:32]2[N:31]3[C:26]4[CH2:25][C:24]5[CH:23]=[CH:22][CH:38]=[CH:37][C:36]=5[C:27]=4[NH:28][C:29](=[O:35])[C:30]3=[N:34][CH:33]=2)=[O:13])[CH:2]=[CH:3][CH:4]=[CH:5][CH:6]=1. Reported procedure: The preparation is carried out as in Example 12, from 5 g of 5-phenylvaleric acid, 2.5 ml of thionyl chloride, 60 ml of dichloromethane, 1 g of 8-amino-5H,10H-imidazo[1,2-a]indeno[1,2-e]pyrazine-4-one and 75 ml of dimethylformamide. After refluxing for 7 hours, the insoluble material is filtered and recrystallized from dimethylformamide. After filtration, washing with water and drying under reduced pressure (1 mm Hg, 0.13 kPa) at 80° C., there is obtained 0.58 g of 8-(5-phenylvalerylamino-5H,10H...